From a dataset of the Open Reaction Database (ORD), a public repository of structured organic reaction records. describe an organic reaction: reactants, conditions, products, and yield The reactants are C(CCC)[Li] (butyllithium), [Li] (lithium), COC=1C=C(C=C(C1)OC)C (3,5-dimethoxytoluene), CN(CCN(C)C)C (tetramethylethylenediamine), CON(C(CCl)=O)C (N-methoxy-N-methylchloroacetamide). Run in CCCCCC (hexane), O (water), CCCCCC (hexane), C1CCOC1 (THF). Reaction conditions: temperature 0 celsius, time 20 minute. The product is COC1=C(C(=CC(=C1)C)OC)C(CCl)=O (1-(2,6-Dimethoxy-4-methylphenyl)-2-chloro-1-ethanone). Yield: 15.7%. Reaction SMILES: [CH3:1][O:2][C:3]1[CH:4]=[C:5]([CH3:11])[CH:6]=[C:7]([O:9][CH3:10])[CH:8]=1.CN(C)CCN(C)C.C([Li])CCC.[Li].CON(C)[C:29](=[O:32])[CH2:30][Cl:31]>CCCCCC.C1COCC1.O>[CH3:10][O:9][C:7]1[CH:6]=[C:5]([CH3:11])[CH:4]=[C:3]([O:2][CH3:1])[C:8]=1[C:29](=[O:32])[CH2:30][Cl:31] |^1:24|. Procedure details: 7.61 g of 3,5-dimethoxytoluene and 6.10 g of tetramethylethylenediamine are dissolved under nitrogen in 150 ml of hexane. The solution is cooled to 0° C., 32.8 ml of 1.6 M butyllithium in hexane are added and the mixture is stirred at 10° C. for 20 minutes and then at 20° C. for 1 hour. To the lithium derivative cooled to -10° C., a solution, cooled to 0° C., of 6.13 g of N-methoxy-N-methylchloroacetamide in 50 ml of THF is added in the course of 20 minutes. The reaction mixture is left for one ... Reaction SMILES: Cl.[N:2]1[N:3]([CH2:7][C:8]([OH:10])=O)[N:4]=[CH:5][CH:6]=1.[Cl:11][C:12]1[CH:40]=[CH:39][CH:38]=[CH:37][C:13]=1[CH2:14][C@H:15]1[CH2:19][NH:18][C@H:17]([C:20]([NH:22][C:23]2[CH:28]=[CH:27][C:26]([O:29][C:30]3[CH:35]=[CH:34][C:33]([F:36])=[CH:32][CH:31]=3)=[CH:25][CH:24]=2)=[O:21])[CH2:16]1>>[N:4]1[N:3]([CH2:7][C:8]([N:18]2[CH2:19][C@H:15]([CH2:14][C:13]3[CH:37]=[CH:38][CH:39]=[CH:40][C:12]=3[Cl:11])[CH2:16][C@H:17]2[C:20]([NH:22][C:23]2[CH:28]=[CH:27][C:26]([O:29][C:30]3[CH:31]=[CH:32][C:33]([F:36])=[CH:34][CH:35]=3)=[CH:25][CH:24]=2)=[O:21])=[O:10])[N:2]=[CH:6][CH:5]=1 |f:0.1|. The reactants are Cl.N=1N(N=CC1)CC(=O)O (2-(2H-1,2,3-triazol-2-yl)acetic acid hydrochloride), ClC1=C(C[C@@H]2C[C@H](NC2)C(=O)NC2=CC=C(C=C2)OC2=CC=C(C=C2)F)C=CC=C1 ((2S,4R)-4-(2-chlorobenzyl)-N-(4-(4-fluorophenoxy)phenyl)pyrrolidine-2-carboxamide). The yield is 55.0%. Product: Compound 56, N=1N(N=CC1)CC(=O)N1[C@@H](C[C@H](C1)CC1=C(C=CC=C1)Cl)C(=O)NC1=CC=C(C=C1)OC1=CC=C(C=C1)F ((2S,4R)-1-(2-(2H-1,2,3-triazol-2-yl)acetyl)-4-(2-chlorobenzyl)-N-(4-(4-fluorophenoxy)phenyl)pyrrolidine-2-carboxamide). Procedure: Proceeding as in Example 1, but substituting 2-(2H-1,2,3-triazol-2-yl)acetic acid hydrochloride and (2S,4R)-4-(2-chlorobenzyl)-N-(4-(4-fluorophenoxy)phenyl)pyrrolidine-2-carboxamide, gave Compound 56, (2S,4R)-1-(2-(2H-1,2,3-triazol-2-yl)acetyl)-4-(2-chlorobenzyl)-N-(4-(4-fluorophenoxy)phenyl)pyrrolidine-2-carboxamide (70 mg, 55%). Major isomer: 1H-NMR (400 MHz, DMSO-D6): σ 10.00 (s, 1H), 7.80 (s, 2H), 7.58-7.51 (m, 2H), 7.48-7.39 (m, 2H), 7.35-7.25 (m, 2H), 7.23-7.15 (m, 2H), 7.06-6.91, (m, 4H),... Reactants: ClC1=C(CN(CCCOC=2C=C(C=CC2)CC(=O)O)C[C@@H](C)C2=CC=CC=C2)C=CC=C1C(F)(F)F ((3-{3-[(2-Chloro-3-trifluoromethyl-benzyl)-((S)-2-phenyl-propyl)-amino]-propoxy}-phenyl)-acetic acid), Cl (hydrochloric acid), CO (methanol). Yields the product COC(CC1=CC(=CC=C1)OCCCN(C[C@@H](C)C1=CC=CC=C1)CC1=C(C(=CC=C1)C(F)(F)F)Cl)=O ((3-{3-[(2-Chloro-3-trifluoromethyl-benzyl)-((S)-2-phenyl-propyl)-amino]-propoxy}-phenyl)-acetic acid methyl ester). Isolated yield 90.0%. RXN SMILES: [Cl:1][C:2]1[C:32]([C:33]([F:36])([F:35])[F:34])=[CH:31][CH:30]=[CH:29][C:3]=1[CH2:4][N:5]([CH2:20][C@H:21]([C:23]1[CH:28]=[CH:27][CH:26]=[CH:25][CH:24]=1)[CH3:22])[CH2:6][CH2:7][CH2:8][O:9][C:10]1[CH:11]=[C:12]([CH2:16][C:17]([OH:19])=[O:18])[CH:13]=[CH:14][CH:15]=1.Cl.[CH3:38]O>>[CH3:38][O:18][C:17](=[O:19])[CH2:16][C:12]1[CH:13]=[CH:14][CH:15]=[C:10]([O:9][CH2:8][CH2:7][CH2:6][N:5]([CH2:4][C:3]2[CH:29]=[CH:30][CH:31]=[C:32]([C:33]([F:34])([F:35])[F:36])[C:2]=2[Cl:1])[CH2:20][C@H:21]([C:23]2[CH:24]=[CH:25][CH:26]=[CH:27][CH:28]=2)[CH3:22])[CH:11]=1. Procedure: To a solution of (3-{3-[(2-Chloro-3-trifluoromethyl-benzyl)-((S)-2-phenyl-propyl)-amino]-propoxy}-phenyl)-acetic acid (Example 10, 0.5 g, 3.7 mmol) in methanol (300 ml) was added concentrated hydrochloric acid (10 ml). After the resulting mixture was heated to reflux for 2 h solvent was removed under vacuum. The residue was dissolved in water and neutralized to pH=7. The aqueous layer was extracted with ethyl acetate. The combined organic layers were washed with saturated sodium bicarbonate, bri... Starting materials: CCOC(=O)CN1CCC(N)C1, O=C(O)c1ccc(Cl)s1, Cl, Cl. Product: CCOC(=O)CN1CCC(NC(=O)c2ccc(Cl)s2)C1. RXN SMILES: [CH2:3]([CH3:4])[O:5][C:6]([CH2:7][N:8]1[CH2:9][CH:10]([NH2:13])[CH2:11][CH2:12]1)=[O:14].[Cl:15][c:16]1[cH:17][cH:18][c:19]([C:21](=[O:22])[OH:23])[s:20]1.[ClH:1].[ClH:2]>>[CH2:3]([CH3:4])[O:5][C:6]([CH2:7][N:8]1[CH2:9][CH:10]([NH:13][C:21]([c:19]2[cH:18][cH:17][c:16]([Cl:15])[s:20]2)=[O:22])[CH2:11][CH2:12]1)=[O:14]. Starting materials: IC(CO)CC(C(C(C(C(C(F)(F)F)(F)F)(F)F)(F)F)(F)F)(F)F (2-iodo-4,4,5,5,6,6,7,7,8,8,9,9,9-tridecafluorononan-1-ol), [H-].[Al+3].[Li+].[H-].[H-].[H-] (lithium aluminum hydride). The solvent is C1CCOC1 (THF). Conditions: time 8 hour. Product: FC(CCCO)(C(C(C(C(C(F)(F)F)(F)F)(F)F)(F)F)(F)F)F (4,4,5,5,6,6,7,7,8,8,9,9,9-Tridecafluorononan-1-ol). The yield is 76.9%. Reaction SMILES: I[CH:2]([CH2:5][C:6]([F:24])([F:23])[C:7]([F:22])([F:21])[C:8]([F:20])([F:19])[C:9]([F:18])([F:17])[C:10]([F:16])([F:15])[C:11]([F:14])([F:13])[F:12])[CH2:3][OH:4].[H-].[Al+3].[Li+].[H-].[H-].[H-]>C1COCC1>[F:23][C:6]([F:24])([C:7]([F:21])([F:22])[C:8]([F:19])([F:20])[C:9]([F:17])([F:18])[C:10]([F:15])([F:16])[C:11]([F:12])([F:14])[F:13])[CH2:5][CH2:2][CH2:3][OH:4] |f:1.2.3.4.5.6|. Reported procedure: 2-iodo-4,4,5,5,6,6,7,7,8,8,9,9,9-tridecafluorononan-1-ol 19 (15 g, 29.8 mmol) was slowly added to a solution of lithium aluminum hydride (1.14 g, 30.1 mmol) in THF (60 mL). After stirring at room temperature overnight, the reaction mixture was quenched with ethylacetate (5 mL). Water (150 mL) was added to the mixture and extracted with ether (3×75 mL). Ether layers were combined, washed with water and brine solution. The ether layer was then concentrated and distilled to get 20 (8.66 g, 77%) bp ... The reactants are CCCCO, Cc1ccc([N+](=O)[O-])cc1N, CCOC(C)=O, NC1(c2ccc(F)c(Cl)c2)C=C(Cl)N=CN1, Cl, Cc1ccc(N)cc1Nc1cc(Nc2ccc(F)c(Cl)c2)ncn1. Yields the product Cc1ccc([N+](=O)[O-])cc1Nc1cc(Nc2ccc(F)c(Cl)c2)ncn1. As a reaction SMILES: [CH2:53]([OH:54])[CH2:55][CH2:56][CH3:57].[CH3:41][c:42]1[c:43]([NH2:44])[cH:45][c:46]([N+:49](=[O:50])[O-:51])[cH:47][cH:48]1.[CH3:58][CH2:59][O:60][C:61]([CH3:62])=[O:63].[Cl:25][c:26]1[cH:27][c:28]([C:29]2([NH2:30])[CH:31]=[C:32]([Cl:33])[N:34]=[CH:35][NH:36]2)[cH:37][cH:38][c:39]1[F:40].[ClH:52].[NH2:1][c:2]1[cH:3][cH:4][c:5]([CH3:6])[c:7]([NH:8][c:9]2[n:10][cH:11][n:12][c:13]([NH:15][c:16]3[cH:17][c:18]([Cl:23])[c:19]([F:22])[cH:20][cH:21]3)[cH:14]2)[cH:24]1>>[c:9]1([NH:44][c:43]2[c:42]([CH3:41])[cH:48][cH:47][c:46]([N+:49](=[O:50])[O-:51])[cH:45]2)[n:10][cH:11][n:12][c:13]([NH:15][c:16]2[cH:17][c:18]([Cl:23])[c:19]([F:22])[cH:20][cH:21]2)[cH:14]1. Reactants: BrC=1C=C2C=NNC2=CC1 (5-bromo-1H-indazole), BrC=1C=C2C=NNC2=CC1 (5-bromo-1H-indazole), C(=O)([O-])[O-].[K+].[K+] (K2CO3), BrCC(C)C (1-bromo-2-methylpropane). Run in CN(C)C=O (DMF). Run at temperature 120 celsius, time 30 minute. Yields the product BrC=1C=C2C=NN(C2=CC1)CC(C)C (5-Bromo-1-isobutyl-1H-indazole). Yield: 50.8%. RXN SMILES: [Br:1][C:2]1[CH:3]=[C:4]2[C:8](=[CH:9][CH:10]=1)[NH:7][N:6]=[CH:5]2.C([O-])([O-])=O.[K+].[K+].Br[CH2:18][CH:19]([CH3:21])[CH3:20]>CN(C=O)C>[Br:1][C:2]1[CH:3]=[C:4]2[C:8](=[CH:9][CH:10]=1)[N:7]([CH2:18][CH:19]([CH3:21])[CH3:20])[N:6]=[CH:5]2 |f:1.2.3|. Procedure: The crude 5-bromo-1H-indazole (compound 2f; 100 mmol) was dissolved in 250 mL of DMF. K2CO3 (20.7 g, 150 mmol) and 1-bromo-2-methylpropane (16.3 mL, 150 mmol) were added. The mixture was heated to 120° C. under nitrogen atmosphere for 16 hours. The mixture was cooled to room temperature and concentrated under reduced pressure. Water (200 mL) and CH2Cl2 (200 mL) were added to the residue and stirred vigorously for 30 minutes. The layers were separated and the aqueous layer was extracted with CH2C...